Dataset: the Open Reaction Database (ORD), a public repository of structured organic reaction records. Task: describe an organic reaction: reactants, conditions, products, and yield Starting materials: C(C(=O)NCC(=O)O)N (Gly-Gly), C(C)NCC (diethylamine), C(C1=CC=CC=C1)(C1=CC=CC=C1)(C1=CC=CC=C1)Cl (trityl chloride). The solvent is O (H2O), CC(C)O (2-propanol), O (H2O). Reaction conditions: time 1 hour. Yields the product N(CC(=O)NCC(=O)O)C(C1=CC=CC=C1)(C1=CC=CC=C1)C1=CC=CC=C1 (Trt-Gly-Gly). Isolated yield 70.0%. RXN SMILES: [CH2:1]([NH2:9])[C:2]([NH:4][CH2:5][C:6]([OH:8])=[O:7])=[O:3].C(NCC)C.[C:15](Cl)([C:28]1[CH:33]=[CH:32][CH:31]=[CH:30][CH:29]=1)([C:22]1[CH:27]=[CH:26][CH:25]=[CH:24][CH:23]=1)[C:16]1[CH:21]=[CH:20][CH:19]=[CH:18][CH:17]=1>O.CC(O)C>[NH:9]([C:15]([C:16]1[CH:21]=[CH:20][CH:19]=[CH:18][CH:17]=1)([C:28]1[CH:29]=[CH:30][CH:31]=[CH:32][CH:33]=1)[C:22]1[CH:23]=[CH:24][CH:25]=[CH:26][CH:27]=1)[CH2:1][C:2]([NH:4][CH2:5][C:6]([OH:8])=[O:7])=[O:3]. Procedure: 6.6 g (50 mmol) of Gly-Gly (manufactured and sold by PEPTIDE INSTITUTE INC., Japan) was dissolved in a mixed solvent comprised of 20 ml of H2O, 40 ml of 2-propanol and 15 ml of diethylamine to obtain a solution. To the obtained solution was gradually added 18.1 g (65 mmol) of trityl chloride, followed by stirring for 1 hour. To the resultant reaction mixture was added H2O, to thereby generate a precipitate. The generated precipitate was recovered, washed with water and, then, dissolved in 5 ml o... Starting materials: C(C1=CC=CC=C1)N1CC(C2(CCNC2=O)CC1)O (8-benzyl-6-hydroxy-2,8-diazaspiro[4.5]decan-1-one), C(=O)([O-])[O-].[K+].[K+] (K2CO3), CC1(C2=C(C(=CC=C2)P(C3=CC=CC=C3)C4=CC=CC=C4)OC5=C(C=CC=C51)P(C6=CC=CC=C6)C7=CC=CC=C7)C (Xantphos), FC(S(=O)(=O)OC=1COC(C1C)=O)(F)F (4-methyl-5-oxo-2,5-dihydrofuran-3-yl trifluoromethanesulfonate), O (water). Reagents/catalysts: C(C)(=O)[O-].[Pd+2].C(C)(=O)[O-] (palladium acetate). Run in CCOC(=O)C (EtOAc). Reaction conditions: temperature 60 celsius. Yields the product C(C1=CC=CC=C1)N1CC(C2(CCN(C2=O)C=2COC(C2C)=O)CC1)O (8-Benzyl-6-hydroxy-2-(4-methyl-5-oxo-2,5-dihydrofuran-3-yl)-2,8-diazaspiro[4.5]decan-1-one). RXN SMILES: [CH2:1]([N:8]1[CH2:18][CH2:17][C:11]2([C:15](=[O:16])[NH:14][CH2:13][CH2:12]2)[CH:10]([OH:19])[CH2:9]1)[C:2]1[CH:7]=[CH:6][CH:5]=[CH:4][CH:3]=1.C([O-])([O-])=O.[K+].[K+].CC1(C)C2C(=C(P(C3C=CC=CC=3)C3C=CC=CC=3)C=CC=2)OC2C(P(C3C=CC=CC=3)C3C=CC=CC=3)=CC=CC1=2.FC(F)(F)S(O[C:74]1[CH2:75][O:76][C:77](=[O:80])[C:78]=1[CH3:79])(=O)=O.O>CCOC(C)=O.C([O-])(=O)C.[Pd+2].C([O-])(=O)C>[CH2:1]([N:8]1[CH2:18][CH2:17][C:11]2([C:15](=[O:16])[N:14]([C:74]3[CH2:75][O:76][C:77](=[O:80])[C:78]=3[CH3:79])[CH2:13][CH2:12]2)[CH:10]([OH:19])[CH2:9]1)[C:2]1[CH:3]=[CH:4][CH:5]=[CH:6][CH:7]=1 |f:1.2.3,8.9.10|. Procedure details: To a flask charged with 8-benzyl-6-hydroxy-2,8-diazaspiro[4.5]decan-1-one (520 mg, 2.0 mmol) and a stir bar was added palladium acetate (22 mg, 0.10 mmol), K2CO3 (550 mg, 4.00 mmol), Xantphos (120 mg, 0.20 mmol), 4-methyl-5-oxo-2,5-dihydrofuran-3-yl trifluoromethanesulfonate (640 mg, 2.6 mmol), and water (110 mg, 6.0 mmol). The mixture was heated to 60° C. for 2 hours. LC showed complete reaction at that point. The reaction was diluted with EtOAc, washed with water, and the phases separated. The... The reactants are C12C(CCCC1)C(=O)OC2=O (cyclohexane-1,2-dicarboxylic anhydride), BrC1=C(C=C(N)C=C1)OC(C)C(=O)OCC (4-bromo-3-(1-ethoxycarbonylethyloxy)aniline), C(C)(=O)O (acetic acid). Run in O (water). Run at time 2 hour. Product: BrC1=C(C=C(C=C1)N1C(C2=C(C1=O)CCCC2)=O)OC(C)C(=O)OCC (N-[4-bromo-3-(1-ethoxycarbonylethyloxy)phenyl]-3,4,5,6-tetrahydrophthalimide). Reaction SMILES: [CH:1]12[C:10](=[O:11])[O:9][C:7](=O)[CH:2]1[CH2:3][CH2:4][CH2:5][CH2:6]2.[Br:12][C:13]1[CH:19]=[CH:18][C:16]([NH2:17])=[CH:15][C:14]=1[O:20][CH:21]([C:23]([O:25][CH2:26][CH3:27])=[O:24])[CH3:22].C(O)(=O)C>O>[Br:12][C:13]1[CH:19]=[CH:18][C:16]([N:17]2[C:10](=[O:11])[C:1]3[CH2:6][CH2:5][CH2:4][CH2:3][C:2]=3[C:7]2=[O:9])=[CH:15][C:14]=1[O:20][CH:21]([C:23]([O:25][CH2:26][CH3:27])=[O:24])[CH3:22]. Reported procedure: A mixture of 2.88 g. of 1.52 g. of cyclohexane-1,2-dicarboxylic anhydride 2.88 g. of 4-bromo-3-(1-ethoxycarbonylethyloxy)aniline (nD25 =1.5590) and 10 ml. of acetic acid was refluxed with stirring for 2 hours and the reaction mixture was cooled to room temperature and water was added. The precipitate was separated by a filtration and was recrystallized from a mixture of benzene-cyclohexane to obtain 3.89 g. of Compound No. 18 shown in Table 1.